Dataset: the Open Reaction Database (ORD), a public repository of structured organic reaction records. Task: describe an organic reaction: reactants, conditions, products, and yield Starting materials: CCOCn1c(S)nc2c1c(=O)n(CCCCC(C)O)c(=O)n2C, CC#N, ClCCBr. Yields the product CCOCn1c(SCCCl)nc2c1c(=O)n(CCCCC(C)O)c(=O)n2C. As a reaction SMILES: [CH2:1]([CH3:2])[O:3][CH2:4][n:5]1[c:6]([SH:24])[n:7][c:8]2[n:9]([CH3:23])[c:10](=[O:22])[n:11]([CH2:15][CH2:16][CH2:17][CH2:18][CH:19]([CH3:20])[OH:21])[c:12](=[O:14])[c:13]12.[CH3:29][C:30]#[N:31].[Cl:25][CH2:26][CH2:27][Br:28]>>[CH2:1]([CH3:2])[O:3][CH2:4][n:5]1[c:6]([S:24][CH2:27][CH2:26][Cl:25])[n:7][c:8]2[n:9]([CH3:23])[c:10](=[O:22])[n:11]([CH2:15][CH2:16][CH2:17][CH2:18][CH:19]([CH3:20])[OH:21])[c:12](=[O:14])[c:13]12.